describe an organic reaction: reactants, conditions, products, and yield From a dataset of the Open Reaction Database (ORD), a public repository of structured organic reaction records. Starting materials: N1N=CC2=CC(=CC=C12)CO (1H-indazole-5-ylmethanol), Br (hydrogen bromide). Conditions: time 15 hour. The product is Br.BrCC=1C=C2C=NNC2=CC1 (5-(bromomethyl)-1H-indazole hydrobromide). Yield: 79.0%. Reaction SMILES: [NH:1]1[C:9]2[C:4](=[CH:5][C:6]([CH2:10]O)=[CH:7][CH:8]=2)[CH:3]=[N:2]1.[BrH:12]>>[BrH:12].[Br:12][CH2:10][C:6]1[CH:5]=[C:4]2[C:9](=[CH:8][CH:7]=1)[NH:1][N:2]=[CH:3]2 |f:2.3|. Procedure: 1H-indazole-5-ylmethanol (100 mg, 0.675 mmol) was added to a 48% aqueous hydrogen bromide solution (2.0 ml) at room temperature and stirred at room temperature for 15 hours and then at 50° C. for 5 hours. Subsequently, the reaction solution was filtered and the resulting solid was dried under reduced pressure to obtain 5-(bromomethyl)-1H-indazole hydrobromide (156 mg, 79%). The reactants are ClCC(C(=O)OC)(CCCCN=CC1=CC=CC=C1)N=CC1=CC=CC=C1 (methyl 2-chloromethyl-2,6-bis(benzylideneamino)hexanoate), Cl (HCl). Solvent: CCOCC (ether). Run at time 8 hour. The product is Cl.Cl.ClCC(C(=O)OC)(CCCCN)N (methyl 2-chloromethyl-2,6-diaminohexanoate dihydrochloride), residue. As a reaction SMILES: [Cl:1][CH2:2][C:3]([N:20]=CC1C=CC=CC=1)([CH2:8][CH2:9][CH2:10][CH2:11][N:12]=CC1C=CC=CC=1)[C:4]([O:6][CH3:7])=[O:5].[ClH:28]>CCOCC>[ClH:1].[ClH:28].[Cl:1][CH2:2][C:3]([NH2:20])([CH2:8][CH2:9][CH2:10][CH2:11][NH2:12])[C:4]([O:6][CH3:7])=[O:5] |f:3.4.5|. Reported procedure: To a solution of methyl 2-chloromethyl-2,6-bis(benzylideneamino)hexanoate (2.85 g, 7.4 mmol) in ether (6 ml), is added 1N HCl (20 ml) under vigorous stirring. The reaction mixture is stirred overnight at room temperature and then extracted with ether. The aqueous phase is evaporated to dryness under vacuo to afford methyl 2-chloromethyl-2,6-diaminohexanoate dihydrochloride as an oily and hygroscopic residue (2.05 g).